From a dataset of the Open Reaction Database (ORD), a public repository of structured organic reaction records. describe an organic reaction: reactants, conditions, products, and yield The reactants are C(C)OC(C(C(=O)OCC)(C1=CC=CC=C1)COC(CC1=CC(=C(C=C1)[N+](=O)[O-])C)=O)=O (2-[2-(3-Methyl-4-nitrophenyl)acetoxymethyl]-2-phenyl-malonic acid diethyl ester). Reagents/catalysts: [C].[Pd] (palladium-carbon). Solvent: CO (methanol). Product: C(C)OC(C(C(=O)OCC)(C1=CC=CC=C1)COC(CC1=CC(=C(C=C1)N)C)=O)=O (2-[2-(4-Amino-3-methylphenyl)acetoxymethyl]-2-phenyl-malonic acid diethyl ester). Isolated yield 96.5%. RXN SMILES: [CH2:1]([O:3][C:4](=[O:32])[C:5]([CH2:17][O:18][C:19](=[O:31])[CH2:20][C:21]1[CH:26]=[CH:25][C:24]([N+:27]([O-])=O)=[C:23]([CH3:30])[CH:22]=1)([C:11]1[CH:16]=[CH:15][CH:14]=[CH:13][CH:12]=1)[C:6]([O:8][CH2:9][CH3:10])=[O:7])[CH3:2]>CO.[C].[Pd]>[CH2:1]([O:3][C:4](=[O:32])[C:5]([CH2:17][O:18][C:19](=[O:31])[CH2:20][C:21]1[CH:26]=[CH:25][C:24]([NH2:27])=[C:23]([CH3:30])[CH:22]=1)([C:11]1[CH:16]=[CH:15][CH:14]=[CH:13][CH:12]=1)[C:6]([O:8][CH2:9][CH3:10])=[O:7])[CH3:2] |f:2.3|. Procedure: The 2-[2-(3-Methyl-4-nitrophenyl)acetoxymethyl]-2-phenyl-malonic acid diethyl ester (0.219 g) obtained in Example 1-3c) was dissolved in methanol (3 mL). The solution was subjected to hydrogenation in the presence of 7.5% palladium-carbon (0.030 g) under normal pressure to give the title compound (0.197 g) as a yellow oil. Reactants: ClC1=CC=C(C=C1)N1N=C(C(C2=C(C=CC=C12)Cl)=O)C(=O)OC (methyl 1-(4'-chlorophenyl)-5-chloro-1,4-dihydro-4-oxo-cinnoline-3-carboxylate), Cl (HCl), O (water). The solvent is O1CCOCC1 (p-dioxane). Product: ClC1=CC=C(C=C1)N1N=C(C(C2=C(C=CC=C12)Cl)=O)C(=O)O (1-(4'-chlorophenyl)-5-chloro-1,4-dihydro-4-oxo-cinnoline-3-carboxylic acid). Reaction SMILES: [Cl:1][C:2]1[CH:7]=[CH:6][C:5]([N:8]2[C:17]3[C:12](=[C:13]([Cl:18])[CH:14]=[CH:15][CH:16]=3)[C:11](=[O:19])[C:10]([C:20]([O:22]C)=[O:21])=[N:9]2)=[CH:4][CH:3]=1.Cl.O>O1CCOCC1>[Cl:1][C:2]1[CH:3]=[CH:4][C:5]([N:8]2[C:17]3[C:12](=[C:13]([Cl:18])[CH:14]=[CH:15][CH:16]=3)[C:11](=[O:19])[C:10]([C:20]([OH:22])=[O:21])=[N:9]2)=[CH:6][CH:7]=1. Procedure: To 10 g (28.6 mmole) of the above methyl ester (from step 2) in 150 ml of p-dioxane there is added 10 ml (4 eq.) of concentrated HCl with stirring under a nitrogen atmosphere. The mixture is heated up and refluxed for 5 hours. After cooling, the mixture is poured into water with stirring. Free acid is collected by filtration and dried over vacuum at 50° C. (9.5 g, 99%). The reactants are C[C@H](CCCC(C)C)[C@H]1CCC2[C@@]1(CCC3C2CC=C4[C@@]3(CCC(C4)OC(=O)Cl)C)C (cholesteryl chloroformate), CN(CCN)C (N,N-dimethylethylenediamine). The product is C[C@H](CCCC(C)C)[C@H]1CC[C@@H]2[C@@]1(CC[C@H]3[C@H]2CC=C4[C@@]3(CC[C@@H](C4)OC(=O)NCCN(C)C)C)C (3β-[N-(N′,N′-dimethylaminoethane)-carbamoyl]cholesterol). RXN SMILES: [CH3:1][C@@H:2]([C@@H:9]1[C@@:13]2([CH3:31])[CH2:14][CH2:15][CH:16]3[C@@:21]4([CH3:30])[CH2:22][CH2:23][CH:24]([O:26][C:27](Cl)=[O:28])[CH2:25][C:20]4=[CH:19][CH2:18][CH:17]3[CH:12]2[CH2:11][CH2:10]1)[CH2:3][CH2:4][CH2:5][CH:6]([CH3:8])[CH3:7].[CH3:32][N:33]([CH3:37])[CH2:34][CH2:35][NH2:36]>>[CH3:1][C@@H:2]([C@@H:9]1[C@@:13]2([CH3:31])[CH2:14][CH2:15][C@@H:16]3[C@@:21]4([CH3:30])[CH2:22][CH2:23][C@H:24]([O:26][C:27]([NH:36][CH2:35][CH2:34][N:33]([CH3:37])[CH3:32])=[O:28])[CH2:25][C:20]4=[CH:19][CH2:18][C@H:17]3[C@@H:12]2[CH2:11][CH2:10]1)[CH2:3][CH2:4][CH2:5][CH:6]([CH3:8])[CH3:7]. Procedure details: A solution of cholesteryl chloroformate (2.25 g, 5 mmol in 5 ml of dry chloroform) is added dropwise to an excess of a solution of N,N-dimethylethylenediamine (2 ml, 18.2 mmol, in 3 ml of dry chloroform) at 0° C. After extraction of the solvent by evaporation, the residue is purified by 2 successive recrystallizations in absolute ethanol at 4° C., and dried under vacuum. 0.545 g of DC chol is thereby obtained in the form of a white powder. The structure of the compound was verified by NMR and ma... The reactants are BrC1=C(C=C(CSC2=C(C=CC=3CCN(CCC32)C(=O)OC(C)(C)C)Cl)C=C1)F (6-(4-bromo-3-fluorobenzylthio)-3-tert-butoxycarbonyl-7-chloro-2,3,4,5-tetrahydro-1H-benzo[d]azepine), N1CCCCCC1 (homopiperidine). Product: Cl.N1(CCCCCC1)C1=C(C=C(CSC2=C(C=CC=3CCNCCC32)Cl)C=C1)F (6-(4-Azepan-1-yl-3-fluorobenzylthio)-7-chloro-2,3,4,5-tetrahydro-1H-benzo[d]azepine Hydrochloride). As a reaction SMILES: Br[C:2]1[CH:28]=[CH:27][C:5]([CH2:6][S:7][C:8]2[C:18]3[CH2:17][CH2:16][N:15](C(OC(C)(C)C)=O)[CH2:14][CH2:13][C:12]=3[CH:11]=[CH:10][C:9]=2[Cl:26])=[CH:4][C:3]=1[F:29].[NH:30]1[CH2:36][CH2:35][CH2:34][CH2:33][CH2:32][CH2:31]1>>[ClH:26].[N:30]1([C:2]2[CH:28]=[CH:27][C:5]([CH2:6][S:7][C:8]3[C:18]4[CH2:17][CH2:16][NH:15][CH2:14][CH2:13][C:12]=4[CH:11]=[CH:10][C:9]=3[Cl:26])=[CH:4][C:3]=2[F:29])[CH2:36][CH2:35][CH2:34][CH2:33][CH2:32][CH2:31]1 |f:2.3|. Procedure details: Use a method similar to the Example 419 to react 6-(4-bromo-3-fluorobenzylthio)-3-tert-butoxycarbonyl-7-chloro-2,3,4,5-tetrahydro-1H-benzo[d]azepine with homopiperidine. Use a method similar to the General Procedure 14 to give the title compound as a white solid. MS (ES+) m/z: 419 (M+H)+. The reactants are Cl (HCl), ClC1=NC(=C2NC=NC2=N1)Cl (2,6-dichloropurine), C(C1=CC=CC=C1)O (benzyl alcohol), [H-].[Na+] (sodium hydride). The solvent is CN(C)C=O (DMF). Conditions: temperature 60 celsius, time 1 hour. Product: ClC1=NC(=C2NC=NC2=N1)OCC1=CC=CC=C1 (2-Chloro-6-benzyloxypurine). Reaction SMILES: [Cl:1][C:2]1[N:10]=[C:9]2[C:5]([NH:6][CH:7]=[N:8]2)=[C:4](Cl)[N:3]=1.[CH2:12]([OH:19])[C:13]1[CH:18]=[CH:17][CH:16]=[CH:15][CH:14]=1.[H-].[Na+].Cl>CN(C=O)C>[Cl:1][C:2]1[N:10]=[C:9]2[C:5]([NH:6][CH:7]=[N:8]2)=[C:4]([O:19][CH2:12][C:13]2[CH:18]=[CH:17][CH:16]=[CH:15][CH:14]=2)[N:3]=1 |f:2.3|. Reported procedure: 2,6-dichloropurine (0.30 g, 1.6 mmol) is added to a mixture of benzyl alcohol (0.19 g, 1.8 mmol) and 60% sodium hydride (0.13 g, 3.3 mmol) in DMF (8 ml) at room temperature (RT). After 1 hr, the reaction is heated to 60° C. for 18 hr, cooled to RT and dilute HCl is added to adjust the pH to 5. The mixture is extracted with EtOAc/THF 1:1, and the organic layer is dried over sodium sulfate, filtered and concentrated to give a solid. This is recrystallized from EtOAc/hexane to give the title compou... Reactants: COC1=CC=C(C=C1)C1=NC(SC1C1=CC=C(C=C1)OC)=S (4,5-bis-(p-methoxyphenyl)-thiazoline-2-thione), C(C=C)Br (allyl bromide). Run in [OH-].[Na+] (sodium hydroxide). The product is C(C=C)SC=1SC(=C(N1)C1=CC=C(C=C1)OC)C1=CC=C(C=C1)OC (2-Allylthio-4,5-bis-(p-methoxyphenyl)-thiazole). RXN SMILES: [CH3:1][O:2][C:3]1[CH:8]=[CH:7][C:6]([C:9]2[CH:13]([C:14]3[CH:19]=[CH:18][C:17]([O:20][CH3:21])=[CH:16][CH:15]=3)[S:12][C:11](=[S:22])[N:10]=2)=[CH:5][CH:4]=1.[CH2:23](Br)[CH:24]=[CH2:25]>[OH-].[Na+]>[CH2:25]([S:22][C:11]1[S:12][C:13]([C:14]2[CH:19]=[CH:18][C:17]([O:20][CH3:21])=[CH:16][CH:15]=2)=[C:9]([C:6]2[CH:7]=[CH:8][C:3]([O:2][CH3:1])=[CH:4][CH:5]=2)[N:10]=1)[CH:24]=[CH2:23] |f:2.3|. Procedure: 0.5 g of 4,5-bis-(p-methoxyphenyl)-thiazoline-2-thione are dissolved in 2.6 ml of 2 N sodium hydroxide solution while stirring. 0.367 g of allyl bromide is added, the mixture is stirred at room temperature for 10 minutes, extracted by shaking twice with 10 ml of toluene each time, the combined aqueous phases are washed twice with 5 ml of 2 N sodium hydroxide solution each time, dried over magnesium sulphate, concentrated by evaporation under reduced pressure and crystallised from hexane. 2-Allyl... Procedure: Benzylamine (1.5 eq, 2.88 g, 2.94 mL, 26.8 mmol) was combined with 3,3,3-trifluoro-1,2-epoxypropane (2.0 g, 17.86 mmol) in a sealed glass tube and heated at 80° C. for 18 h. Upon cooling to room temperature, the reaction mixture formed a slushy white solid. The solid was collected by filtration and washed with diethyl ether. The mother liquor was concentrated in vacuo to give 1.71 g (43%) of the desired 1,1′-[(phenyl-methyl)imino]bis[3,3,3-trifluoro-2-propanol] product as a colorless oil. FABMS ... Conditions: temperature 80 celsius. Yield: 57.8%. Reaction SMILES: [CH2:1]([NH2:8])[C:2]1[CH:7]=[CH:6][CH:5]=[CH:4][CH:3]=1.[F:9][C:10]([F:15])([F:14])[CH:11]1[O:13][CH2:12]1>>[C:2]1([CH2:1][N:8]([CH2:12][CH:11]([OH:13])[C:10]([F:15])([F:14])[F:9])[CH2:12][CH:11]([OH:13])[C:10]([F:15])([F:14])[F:9])[CH:7]=[CH:6][CH:5]=[CH:4][CH:3]=1. The product is C1(=CC=CC=C1)CN(CC(C(F)(F)F)O)CC(C(F)(F)F)O (1,1′-[(phenyl-methyl)imino]bis[3,3,3-trifluoro-2-propanol]). Starting materials: C(C1=CC=CC=C1)N (Benzylamine), FC(C1CO1)(F)F (3,3,3-trifluoro-1,2-epoxypropane).